Dataset: the Open Reaction Database (ORD), a public repository of structured organic reaction records. Task: describe an organic reaction: reactants, conditions, products, and yield The reactants are C(C)(=O)O (Acetic acid), C=O (formaldehyde), C(#N)[BH3-].[Na+] (sodium cyanoborohydride), OCCC1CC(NC2=CC(=CC(=C12)O)CCCSCCCC)C (4-(2-hydroxyethyl)-5-hydroxy-2-methyl-7-(4-thiaoctyl)-1,2,3,4-tetrahydroquinoline). Solvent: C(C)#N (acetonitrile). Yields the product OCCC1CC(N(C2=CC(=CC(=C12)O)CCCSCCCC)C)C (4-(2-Hydroxyethyl)-5-hydroxy-1,2-dimethyl-7-(4-thiaoctyl)-1,2,3,4-tetrahydroquinoline). RXN SMILES: [OH:1][CH2:2][CH2:3][CH:4]1[C:13]2[C:8](=[CH:9][C:10]([CH2:15][CH2:16][CH2:17][S:18][CH2:19][CH2:20][CH2:21][CH3:22])=[CH:11][C:12]=2[OH:14])[NH:7][CH:6]([CH3:23])[CH2:5]1.C=O.[C:26]([BH3-])#N.[Na+].C(O)(=O)C>C(#N)C>[OH:1][CH2:2][CH2:3][CH:4]1[C:13]2[C:8](=[CH:9][C:10]([CH2:15][CH2:16][CH2:17][S:18][CH2:19][CH2:20][CH2:21][CH3:22])=[CH:11][C:12]=2[OH:14])[N:7]([CH3:26])[CH:6]([CH3:23])[CH2:5]1 |f:2.3|. Procedure details: To a stirred solution of dl-4-(2-hydroxyethyl)-5-hydroxy-2-methyl-7-(4-thiaoctyl)-1,2,3,4-tetrahydroquinoline (337 mg, 1.0 mmole) in 5 ml acetonitrile cooled to 15° C. is added 0.5 ml aqueous formaldehyde and 100 mg sodium cyanoborohydride. Acetic acid is added to maintain a neutral pH until the reaction is complete. The reaction mixture is partitioned between water and ethyl ether, the organic phase dried (MgSO4) and evaporated to afford the title compound.